From a dataset of the Open Reaction Database (ORD), a public repository of structured organic reaction records. describe an organic reaction: reactants, conditions, products, and yield Run at time 24 hour. Reactants: Cl.ClCC1=CC=NC=C1 (4-chloromethylpyridine hydrochloride), C([O-])([O-])=O.[K+].[K+] (potassium carbonate), BrC=1C=CC(=C(CN(CC)C2=NC=C(C=C2)C(=O)OC)C1)O (methyl 2-[N-(5-bromo-2-hydroxybenzyl)-N-ethylamino]pyridine-5-carboxylate). Reported procedure: A solution of 4-chloromethylpyridine hydrochloride (0.12 g, 0.73 mmol) in DMF (3 ml) was treated with potassium carbonate (0.29 g, 2.10 mmol). A solution of methyl 2-[N-(5-bromo-2-hydroxybenzyl)-N-ethylamino]pyridine-5-carboxylate (0.26 g, 0.71 mmol) in DMF (4 ml) was added. The reaction was stirred for 24 hours and then the reaction was diluted with water and extracted with ethyl acetate (×3). The organic phases were combined and washed with water and brine once, dried (MgSO4) and evaporated. C... Solvent: CN(C)C=O (DMF), CN(C)C=O (DMF), O (water). Yield: 64.5%. Product: BrC=1C=CC(=C(CN(CC)C2=NC=C(C=C2)C(=O)OC)C1)OCC1=CC=NC=C1 (methyl 2-[N-(5-bromo-2-(4-pyridylmethoxy)benzyl)-N-ethylamino]pyridine-5-carboxylate). RXN SMILES: Cl.Cl[CH2:3][C:4]1[CH:9]=[CH:8][N:7]=[CH:6][CH:5]=1.C(=O)([O-])[O-].[K+].[K+].[Br:16][C:17]1[CH:18]=[CH:19][C:20]([OH:37])=[C:21]([CH:36]=1)[CH2:22][N:23]([C:26]1[CH:31]=[CH:30][C:29]([C:32]([O:34][CH3:35])=[O:33])=[CH:28][N:27]=1)[CH2:24][CH3:25]>CN(C=O)C.O>[Br:16][C:17]1[CH:18]=[CH:19][C:20]([O:37][CH2:3][C:4]2[CH:9]=[CH:8][N:7]=[CH:6][CH:5]=2)=[C:21]([CH:36]=1)[CH2:22][N:23]([C:26]1[CH:31]=[CH:30][C:29]([C:32]([O:34][CH3:35])=[O:33])=[CH:28][N:27]=1)[CH2:24][CH3:25] |f:0.1,2.3.4|. Reactants: BrC1=C(C=C(C=C1C)C1=NN=NN1C)C (5-(4-bromo-3,5-dimethylphenyl)-1-methyl-1H-tetrazole), FC=1C=CC(=C2CC[C@H](C12)OC1=CC2=C([C@@H](CO2)CC(=O)OC)C=C1)B1OC(C(O1)(C)C)(C)C (methyl 2-((S)-6-((R)-7-fluoro-4-(4,4,5,5-tetramethyl-1,3,2-dioxaborolan-2-yl)-2,3-dihydro-1H-inden-1-yloxy)-2,3-dihydrobenzofuran-3-yl)acetate), BrC1=C2CC[C@H](C2=C(C=C1)F)OC1=CC2=C([C@@H](CO2)CC(=O)OC)C=C1 (Methyl 2-((S)-6-((R)-4-bromo-7-fluoro-2,3-dihydro-1H-inden-1-yloxy)-2,3-dihydrobenzofuran-3-yl)acetate). Product: CC1=C(C(=CC(=C1)C1=NN=NN1C)C)C1=C2CC[C@H](C2=C(C=C1)F)OC1=CC2=C([C@@H](CO2)CC(=O)OC)C=C1 (Methyl 2-((S)-6-((R)-4-(2,6-dimethyl-4-(1-methyl-1H-tetrazol-5-yl)phenyl)-7-fluoro-2,3-dihydro-1H-inden-1-yloxy)-2,3-dihydrobenzofuran-3-yl)acetate). As a reaction SMILES: Br[C:2]1[C:7]([CH3:8])=[CH:6][C:5]([C:9]2[N:13]([CH3:14])[N:12]=[N:11][N:10]=2)=[CH:4][C:3]=1[CH3:15].[F:16][C:17]1[CH:18]=[CH:19][C:20](B2OC(C)(C)C(C)(C)O2)=[C:21]2[C:25]=1[C@H:24]([O:26][C:27]1[CH:40]=[CH:39][C:30]3[C@H:31]([CH2:34][C:35]([O:37][CH3:38])=[O:36])[CH2:32][O:33][C:29]=3[CH:28]=1)[CH2:23][CH2:22]2.BrC1C=CC(F)=C2C=1CC[C@H]2OC1C=CC2[C@H](CC(OC)=O)COC=2C=1>>[CH3:15][C:3]1[CH:4]=[C:5]([C:9]2[N:13]([CH3:14])[N:12]=[N:11][N:10]=2)[CH:6]=[C:7]([CH3:8])[C:2]=1[C:20]1[CH:19]=[CH:18][C:17]([F:16])=[C:25]2[C:21]=1[CH2:22][CH2:23][C@H:24]2[O:26][C:27]1[CH:40]=[CH:39][C:30]2[C@H:31]([CH2:34][C:35]([O:37][CH3:38])=[O:36])[CH2:32][O:33][C:29]=2[CH:28]=1. Procedure: The title compound is prepared from 5-(4-bromo-3,5-dimethylphenyl)-1-methyl-1H-tetrazole and methyl 2-((S)-6-((R)-7-fluoro-4-(4,4,5,5-tetramethyl-1,3,2-dioxaborolan-2-yl)-2,3-dihydro-1H-inden-1-yloxy)-2,3-dihydrobenzofuran-3-yl)acetate following a procedure analogous to that described in Step 5 of Intermediate 1. LC (method 11): tR=1.20 min; Mass spectrum (ESI+): m/z=529 [M+H]+. The product is CCc1ccc(N(Cc2ccc(C(=O)N(C)C)cc2)C(=O)Nc2c(C(C)C)cccc2C(C)C)cc1. RXN SMILES: [CH3:1][N:2]([C:3]([c:4]1[cH:5][cH:6][c:7]([CH2:10][NH:11][c:12]2[cH:13][cH:14][c:15]([CH2:18][CH3:19])[cH:16][cH:17]2)[cH:8][cH:9]1)=[O:20])[CH3:21].[CH:22]([CH3:23])([CH3:24])[c:25]1[c:26]([N:34]=[C:35]=[O:36])[c:27]([CH:31]([CH3:32])[CH3:33])[cH:28][cH:29][cH:30]1>>[CH3:1][N:2]([C:3]([c:4]1[cH:5][cH:6][c:7]([CH2:10][N:11]([c:12]2[cH:13][cH:14][c:15]([CH2:18][CH3:19])[cH:16][cH:17]2)[C:35]([NH:34][c:26]2[c:25]([CH:22]([CH3:23])[CH3:24])[cH:30][cH:29][cH:28][c:27]2[CH:31]([CH3:32])[CH3:33])=[O:36])[cH:8][cH:9]1)=[O:20])[CH3:21]. Starting materials: CCc1ccc(NCc2ccc(C(=O)N(C)C)cc2)cc1, CC(C)c1cccc(C(C)C)c1N=C=O.